Dataset: the Open Reaction Database (ORD), a public repository of structured organic reaction records. Task: describe an organic reaction: reactants, conditions, products, and yield Starting materials: ice water, O1C2CCOC3=C(C21)C=CC=C3 (4,5-epoxy-2,3,4,5-tetrahydro-1-benzoxepin), C[Si](N1C(CCC1)=O)(C)C (N-trimethylsilyl-2-oxo-pyrrolidine), O.O.O.[F-].C(CCC)[N+](CCCC)(CCCC)CCCC (tetrabutylammonium fluoride trihydrate). Run in C1CCOC1 (THF). Conditions: temperature 100 celsius. Yields the product O=C1N(CCC1)[C@H]1[C@@H](CCOC2=C1C=CC=C2)O (Trans-5-(2-oxo-pyrrolidin-1-yl)-2,3,4,5-tetrahydro-1-benzoxepin-4-ol). Reaction SMILES: [O:1]1[CH:8]2[CH:2]1[CH2:3][CH2:4][O:5][C:6]1[CH:12]=[CH:11][CH:10]=[CH:9][C:7]=12.C[Si](C)(C)[N:15]1[CH2:19][CH2:18][CH2:17][C:16]1=[O:20].O.O.O.[F-].C([N+](CCCC)(CCCC)CCCC)CCC>C1COCC1>[O:20]=[C:16]1[CH2:17][CH2:18][CH2:19][N:15]1[C@@H:8]1[C:7]2[CH:9]=[CH:10][CH:11]=[CH:12][C:6]=2[O:5][CH2:4][CH2:3][C@H:2]1[OH:1] |f:2.3.4.5.6|. Reported procedure: 3.24 g (20 mmol) of 4,5-epoxy-2,3,4,5-tetrahydro-1-benzoxepin and 9.60 g (61 mmol) of N-trimethylsilyl-2-oxo-pyrrolidine are dissolved in 8 ml of dry THF and, while cooling, 6.31 g (20 mmol) of tetrabutylammonium fluoride trihydrate are added in one portion, and the mixture is heated at 100° C. for several hours (TLC check). The mixture is hydrolyzed with ice-water and extracted several times with diethyl ether. The combined diethyl ether extracts are washed with saturated sodium chloride soluti... Reactants: C(C(=O)O)(=O)O (oxalic acid), ClC=1C=C(C(=O)N(CC(CCCC)(N(C)C)C)C)C=CC1Cl (3,4-dichloro-N-methyl-N-[2-methyl-2-dimethylamino-hexyl]benzamide). The solvent is C(C)(=O)OCC (ethyl acetate), C(C)(=O)OCC (ethyl acetate). Run at time 2 minute. The product is C(C(=O)O)(=O)O.ClC=1C=C(C(=O)N(CC(CCCC)(N(C)C)C)C)C=CC1Cl (3,4-dichloro-N-methyl-N-[2-methyl-2-dimethylamino-hexyl]benzamide oxalate). Yield: 74.0%. As a reaction SMILES: [C:1]([OH:6])(=[O:5])[C:2]([OH:4])=[O:3].[Cl:7][C:8]1[CH:9]=[C:10]([CH:25]=[CH:26][C:27]=1[Cl:28])[C:11]([N:13]([CH3:24])[CH2:14][C:15]([CH3:23])([N:20]([CH3:22])[CH3:21])[CH2:16][CH2:17][CH2:18][CH3:19])=[O:12]>C(OCC)(=O)C>[C:1]([OH:6])(=[O:5])[C:2]([OH:4])=[O:3].[Cl:7][C:8]1[CH:9]=[C:10]([CH:25]=[CH:26][C:27]=1[Cl:28])[C:11]([N:13]([CH3:24])[CH2:14][C:15]([CH3:23])([N:20]([CH3:22])[CH3:21])[CH2:16][CH2:17][CH2:18][CH3:19])=[O:12] |f:3.4|. Reported procedure: A solution of oxalic acid (0.180 g., 2 mmole) in ethyl acetate (5 ml.) was added to a solution of 3,4-dichloro-N-methyl-N-[2-methyl-2-dimethylamino-hexyl]benzamide (0.69 g., 2 mmole) in ethyl acetate (5 ml.) and the solution boiled for two mins.. The solution was allowed to cool, and reduced in volume to ca. 5 ml., when a colourless oil began to separate. On leaving overnight, white crystals appeared, which were filtered, washed with ethyl acetate and dried to afford 3,4-dichloro-N-methyl-N-[2-m... The reactants are [N+](=O)([O-])C1=C(CO)C=CC=C1 (2-Nitrobenzyl alcohol), C1(=CC=C(C=C1)S(=O)(=O)Cl)C (p-toluenesulfonyl chloride). Run in C(Cl)Cl (DCM), C(C)N(CC)CC (triethylamine). Run at time 2 hour. Product: S(=O)(=O)(OCC1=C(C=CC=C1)[N+](=O)[O-])C1=CC=C(C)C=C1 (2-nitrobenzyl tosylate). Isolated yield 78.6%. As a reaction SMILES: [N+:1]([C:4]1[CH:11]=[CH:10][CH:9]=[CH:8][C:5]=1[CH2:6][OH:7])([O-:3])=[O:2].[C:12]1([CH3:22])[CH:17]=[CH:16][C:15]([S:18](Cl)(=[O:20])=[O:19])=[CH:14][CH:13]=1>C(Cl)Cl.C(N(CC)CC)C>[S:18]([C:15]1[CH:16]=[CH:17][C:12]([CH3:22])=[CH:13][CH:14]=1)([O:7][CH2:6][C:5]1[CH:8]=[CH:9][CH:10]=[CH:11][C:4]=1[N+:1]([O-:3])=[O:2])(=[O:20])=[O:19]. Reported procedure: 2-Nitrobenzyl alcohol (1 g, 6.5 mmol) was dissolved in 40 ml of dry DCM and 1.36 ml of triethylamine. p-toluenesulfonyl chloride (1.24 g, 6.5 mmol) was added and the solution was stirred for 2 hours before quenching with water. The organic layer was separated and washed with 1 N HCl (1×50 ml), water (1×50 ml), 2 N NaOH (1×50 ml), water (1×50 ml) and brine (1×50 ml). The organic layer was dried over anhydrous Na2 SO4 and concentrated under reduced pressure to give a dull white solid, which was fu... Starting materials: [Br-], CC#C[Mg+], O=C([O-])O, [Na+], CC(C)(C)OC(=O)N1CCC(=O)CC1, C1CCOC1. The product is CC#CC1(O)CCN(C(=O)OC(C)(C)C)CC1. Reaction SMILES: [Br-:15].[C:16](#[C:17][CH3:18])[Mg+:19].[C:20](=[O:21])([O-:22])[OH:23].[Na+:24].[O:1]=[C:2]1[CH2:3][CH2:4][N:5]([C:8](=[O:9])[O:10][C:11]([CH3:12])([CH3:13])[CH3:14])[CH2:6][CH2:7]1.[O:25]1[CH2:26][CH2:27][CH2:28][CH2:29]1>>[OH:1][C:2]1([C:16]#[C:17][CH3:18])[CH2:3][CH2:4][N:5]([C:8](=[O:9])[O:10][C:11]([CH3:12])([CH3:13])[CH3:14])[CH2:6][CH2:7]1. The reactants are N[C@@H](CCC)C(=O)O (L-norvaline), C1=CC=C(C=C1)CBr (BnBr), C(=O)([O-])[O-].[K+].[K+] (K2CO3). Run in CC#N (MeCN). Conditions: temperature 60 celsius, time 9 hour. The product is C(C1=CC=CC=C1)N(CC1=CC=CC=C1)[C@H](C(=O)OCC1=CC=CC=C1)CCC (Benzyl (S)-2-(N,N-dibenzylamino)-pentanoate). The yield is 70.6%. As a reaction SMILES: [NH2:1][C@H:2]([C:6]([OH:8])=[O:7])[CH2:3][CH2:4][CH3:5].[CH:9]1[CH:14]=[CH:13][C:12]([CH2:15]Br)=[CH:11][CH:10]=1.C([O-])([O-])=O.[K+].[K+]>CC#N>[CH2:15]([N:1]([C@@H:2]([CH2:3][CH2:4][CH3:5])[C:6]([O:8][CH2:15][C:12]1[CH:13]=[CH:14][CH:9]=[CH:10][CH:11]=1)=[O:7])[CH2:15][C:12]1[CH:13]=[CH:14][CH:9]=[CH:10][CH:11]=1)[C:12]1[CH:13]=[CH:14][CH:9]=[CH:10][CH:11]=1 |f:2.3.4|. Procedure: To a solution of L-norvaline (685 mg, 5.85 mmol) in MeCN (15 mL), BnBr (3.48 mL, 29.24 mmol) and K2CO3 (4.04 g, 29.24 mmol) were added. The mixture was stirred at 60° C. for 9 h, and then cooled down to room temperature and filtered, washing the solid with EtOAc. The filtrates were concentrated in vacuo and the residue purified by column chromatography on silica (100% hexane to hexane/EtOAc 5:1) to obtain benzyl ester 9 as a colorless oil (1.6 g, 71% yield). Reactants: O=S(=O)(c1ccc(Br)cc1)N1CCC1, O=C1CCCCC(CCc2nc3cc(Br)cnc3[nH]2)N1, CC(=O)[O-], [K+], [Na+], [Na+], O=C([O-])[O-], C1COCCO1, O. Yields the product O=C1CCCCC(CCc2nc3cc(-c4ccc(S(=O)(=O)N5CCC5)cc4)cnc3[nH]2)N1. Reaction SMILES: [Br:1][c:2]1[cH:3][cH:4][c:5]([S:8](=[O:9])(=[O:10])[N:11]2[CH2:12][CH2:13][CH2:14]2)[cH:6][cH:7]1.[Br:20][c:21]1[cH:22][c:23]2[c:24]([n:25][cH:26]1)[nH:27][c:28]([CH2:30][CH2:31][CH:32]1[CH2:33][CH2:34][CH2:35][CH2:36][C:37](=[O:39])[NH:38]1)[n:29]2.[CH3:16][C:17](=[O:18])[O-:19].[K+:15].[Na+:40].[Na+:41].[O-:42][C:43](=[O:44])[O-:45].[O:46]1[CH2:47][CH2:48][O:49][CH2:50][CH2:51]1.[OH2:52]>>[c:2]1(-[c:21]2[cH:22][c:23]3[c:24]([n:25][cH:26]2)[nH:27][c:28]([CH2:30][CH2:31][CH:32]2[CH2:33][CH2:34][CH2:35][CH2:36][C:37](=[O:39])[NH:38]2)[n:29]3)[cH:3][cH:4][c:5]([S:8](=[O:9])(=[O:10])[N:11]2[CH2:12][CH2:13][CH2:14]2)[cH:6][cH:7]1. The reactants are CC1(C=2C=CC(=CC2C(CC1)(C)C)C1=NN=C(O1)C1CCNCC1)C (4-[5-(5,5,8,8-tetramethyl-5,6,7,8-tetrahydronaphthalen-2-yl)-1,3,4-oxadiazol-2-yl]piperidine), C(C)(=O)OCCCCBr (4-bromobutyl acetate), [OH-].[Na+] (NaOH). Run in CO (methanol). Yields the product CC1(C=2C=CC(=CC2C(CC1)(C)C)C1=NN=C(O1)C1CCN(CC1)CCCCO)C (4-{4-[5-(5,5,8,8-tetramethyl-5,6,7,8-tetrahydronaphthalen-2-yl)-1,3,4-oxadiazol-2-yl]piperidin-1-yl}butan-1-ol). As a reaction SMILES: [CH3:1][C:2]1([CH3:25])[CH2:11][CH2:10][C:9]([CH3:13])([CH3:12])[C:8]2[CH:7]=[C:6]([C:14]3[O:18][C:17]([CH:19]4[CH2:24][CH2:23][NH:22][CH2:21][CH2:20]4)=[N:16][N:15]=3)[CH:5]=[CH:4][C:3]1=2.C([O:29][CH2:30][CH2:31][CH2:32][CH2:33]Br)(=O)C.[OH-].[Na+]>CO>[CH3:1][C:2]1([CH3:25])[CH2:11][CH2:10][C:9]([CH3:12])([CH3:13])[C:8]2[CH:7]=[C:6]([C:14]3[O:18][C:17]([CH:19]4[CH2:24][CH2:23][N:22]([CH2:33][CH2:32][CH2:31][CH2:30][OH:29])[CH2:21][CH2:20]4)=[N:16][N:15]=3)[CH:5]=[CH:4][C:3]1=2 |f:2.3|. Procedure details: The preparation was carried out as already described starting from 75 mg (0.15 mmol) of 4-[5-(5,5,8,8-tetramethyl-5,6,7,8-tetrahydronaphthalen-2-yl)-1,3,4-oxadiazol-2-yl]piperidine and 33 μl (0.23 mmol) of 4-bromobutyl acetate. The protecting group was cleaved off by means of a 1N NaOH solution in methanol. The product was purified by means of preparative HPLC. The product is in the form of the TFA salt. Conditions: time 20 hour. RXN SMILES: [OH-].[Na+].[Cl:3][C:4]1[C:5]([N:19]2[C:23]([C:24]3[CH:25]=[N:26][CH:27]=[CH:28][CH:29]=3)=[N:22][N:21]=[C:20]2C(OCC)=O)=[C:6]2[C:11](=[CH:12][C:13]=1[Cl:14])[N:10]=[C:9]([O:15][CH3:16])[C:8]([O:17][CH3:18])=[N:7]2.C(O)(=O)C>O1CCOCC1.O>[Cl:3][C:4]1[C:5]([N:19]2[CH:20]=[N:21][N:22]=[C:23]2[C:24]2[CH:25]=[N:26][CH:27]=[CH:28][CH:29]=2)=[C:6]2[C:11](=[CH:12][C:13]=1[Cl:14])[N:10]=[C:9]([O:15][CH3:16])[C:8]([O:17][CH3:18])=[N:7]2 |f:0.1|. Solvent: O1CCOCC1 (1,4-dioxane), O (water), O (water). Yield: 83.7%. Procedure: 1M Aqueous sodium hydroxide solution (17.25 mL, 17.25 mmol) was added dropwise to a stirred solution of 6,7-dichloro-2,3-dimethoxy-5-[3-ethoxycarbonyl-5-(3-pyridyl)-4H-1,2,4-triazol-4-yl]quinoxaline (Preparation 94, 8.2 g, 17.25 mmol) in 1,4-dioxane (68 mL) and water (50 mL) at 10° C. The solution was warmed to room temperature and stirred for 20 hours, diluted with water (50 mL), acidified with glacial acetic acid and extracted with ethyl acetate (1×100 mL, 2×50 mL). The combined organic extrac... Product: ClC=1C(=C2N=C(C(=NC2=CC1Cl)OC)OC)N1C(=NN=C1)C=1C=NC=CC1 (6,7-Dichloro-2,3-dimethoxy-5-[3-(3-pyridyl)-4H-1,2,4-triazol-4-yl]quinoxaline). Reactants: [OH-].[Na+] (sodium hydroxide), ClC=1C(=C2N=C(C(=NC2=CC1Cl)OC)OC)N1C(=NN=C1C=1C=NC=CC1)C(=O)OCC (6,7-dichloro-2,3-dimethoxy-5-[3-ethoxycarbonyl-5-(3-pyridyl)-4H-1,2,4-triazol-4-yl]quinoxaline), C(C)(=O)O (acetic acid).